This data is from the Open Reaction Database (ORD), a public repository of structured organic reaction records. The task is: describe an organic reaction: reactants, conditions, products, and yield Starting materials: C([O-])([O-])=O.[K+].[K+] (potassium carbonate), CC1=C(C(=O)OC)C=C(C(=C1)C)B1OC(C(O1)(C)C)(C)C (methyl 2,4-dimethyl-5-(4,4,5,5-tetramethyl-1,3,2-dioxaborolan-2-yl)benzoate), CC1=C(C(=O)OC)C=C(C(=C1)C)B1OC(C(O1)(C)C)(C)C (methyl 2,4-dimethyl-5-(4,4,5,5-tetramethyl-1,3,2-dioxaborolan-2-yl)benzoate), IC1=CN=C(N1)COC (5-iodo-2-(methoxymethyl)-1H-imidazole), IC1=CN=C(N1)COC (5-iodo-2-(methoxymethyl)-1H-imidazole). Reagents/catalysts: C1=CC=C(C=C1)P([C-]2C=CC=C2)C3=CC=CC=C3.C1=CC=C(C=C1)P([C-]2C=CC=C2)C3=CC=CC=C3.Cl[Pd]Cl.[Fe+2] (Pd(dppf)Cl2). Solvent: O (water), O1CCOCC1 (dioxane). Conditions: temperature 90 celsius, time 8 hour. The product is COCC=1NC(=CN1)C=1C(=CC(=C(C(=O)OC)C1)C)C (Methyl 5-(2-(methoxymethyl)-1H-imidazol-5-yl)-2,4-dimethylbenzoate). The yield is 88.0%. RXN SMILES: I[C:2]1[NH:6][C:5]([CH2:7][O:8][CH3:9])=[N:4][CH:3]=1.C(=O)([O-])[O-].[K+].[K+].[CH3:16][C:17]1[CH:26]=[C:25]([CH3:27])[C:24](B2OC(C)(C)C(C)(C)O2)=[CH:23][C:18]=1[C:19]([O:21][CH3:22])=[O:20]>O1CCOCC1.O.C1C=CC(P(C2C=CC=CC=2)[C-]2C=CC=C2)=CC=1.C1C=CC(P(C2C=CC=CC=2)[C-]2C=CC=C2)=CC=1.Cl[Pd]Cl.[Fe+2]>[CH3:9][O:8][CH2:7][C:5]1[NH:6][C:2]([C:24]2[C:25]([CH3:27])=[CH:26][C:17]([CH3:16])=[C:18]([CH:23]=2)[C:19]([O:21][CH3:22])=[O:20])=[CH:3][N:4]=1 |f:1.2.3,7.8.9.10|. Reported procedure: Into a 100-mL three neck round-bottom flask, which was purged and maintained with an inert atmosphere of nitrogen, was placed a solution of 5-iodo-2-(methoxymethyl)-1H-imidazole (compound 230.4, 70 mg, 0.29 mmol) in dioxane (10 mL). Pd(dppf)Cl2 (22 mg, 0.029 mmol), a solution of potassium carbonate (160 mg, 1.16 mmol) in water (2 mL), methyl 2,4-dimethyl-5-(tetramethyl-1,3,2-dioxaborolan-2-yl)benzoate (compound 160.1, 168 mg, 0.58 mmol) were added to the reaction. The reaction mixture was stirre... Reactants: CNCC1CCN(CC1)C(C1=CC=CC=C1)C1=CC=CC=C1 (4-(N-methylamino)methyl-1-diphenylmethylpiperidine), C1=2C(=O)OC(NC1=CC=CC2)=O (isatoic anhydride), C(=O)(O)[O-].[Na+] (NaHCO3). Reagents/catalysts: CN(C1=CC=NC=C1)C (4-dimethylaminopyridine). Run in CN(C)C=O (DMF). Yields the product NC1=C(C(=O)N(CC2CCN(CC2)C(C2=CC=CC=C2)C2=CC=CC=C2)C)C=CC=C1 (2-amino-N-methyl-N-[(1-diphenylmethylpiperidin-4-yl)methyl]benzamide). The yield is 65.9%. As a reaction SMILES: [CH3:1][NH:2][CH2:3][CH:4]1[CH2:9][CH2:8][N:7]([CH:10]([C:17]2[CH:22]=[CH:21][CH:20]=[CH:19][CH:18]=2)[C:11]2[CH:16]=[CH:15][CH:14]=[CH:13][CH:12]=2)[CH2:6][CH2:5]1.[C:23]12[C:29](=[CH:30][CH:31]=[CH:32][CH:33]=1)[NH:28]C(=O)[O:26][C:24]2=O.C([O-])(O)=O.[Na+]>CN(C)C1C=CN=CC=1.CN(C=O)C>[NH2:28][C:29]1[CH:30]=[CH:31][CH:32]=[CH:33][C:23]=1[C:24]([N:2]([CH3:1])[CH2:3][CH:4]1[CH2:9][CH2:8][N:7]([CH:10]([C:17]2[CH:22]=[CH:21][CH:20]=[CH:19][CH:18]=2)[C:11]2[CH:12]=[CH:13][CH:14]=[CH:15][CH:16]=2)[CH2:6][CH2:5]1)=[O:26] |f:2.3|. Procedure details: Step 3): A solution of 4-(N-methylamino)methyl-1-diphenylmethylpiperidine (1.8 g, 6.0 mmol), isatoic anhydride (0.9 g, 5.5 mmol) and 4-dimethylaminopyridine (0.74 g) in DMF (25 ml) was stirred at room temperature for 2 hours. The reaction mixture was poured into 1% NaHCO3 solution and extracted with ethyl acetate. The organic layer was washed with water, dried and concentrated. The residue was purified by column chromatography on silica gel (ethyl acetate and hexane) to give 2-amino-N-methyl-N-[... Reactants: OC(c1ccc(CBr)cc1)(C(F)(F)F)C(F)(F)F, CN1CCCC1=O, CCOC(C)=O, [H-], [Na+], CC(C)(C)OC(=O)N1CCNC(=O)C1. Yields the product CC(C)(C)OC(=O)N1CCN(Cc2ccc(C(O)(C(F)(F)F)C(F)(F)F)cc2)C(=O)C1. RXN SMILES: [Br:17][CH2:18][c:19]1[cH:20][cH:21][c:22]([C:25]([C:26]([F:27])([F:28])[F:29])([C:30]([F:31])([F:32])[F:33])[OH:34])[cH:23][cH:24]1.[CH3:35][N:36]1[CH2:37][CH2:38][CH2:39][C:40]1=[O:41].[CH3:42][CH2:43][O:44][C:45](=[O:46])[CH3:47].[H-:15].[Na+:16].[O:1]=[C:2]1[CH2:3][N:4]([C:8](=[O:9])[O:10][C:11]([CH3:12])([CH3:13])[CH3:14])[CH2:5][CH2:6][NH:7]1>>[O:1]=[C:2]1[CH2:3][N:4]([C:8](=[O:9])[O:10][C:11]([CH3:12])([CH3:13])[CH3:14])[CH2:5][CH2:6][N:7]1[CH2:18][c:19]1[cH:20][cH:21][c:22]([C:25]([C:26]([F:27])([F:28])[F:29])([C:30]([F:31])([F:32])[F:33])[OH:34])[cH:23][cH:24]1.